This data is from the Open Reaction Database (ORD), a public repository of structured organic reaction records. The task is: describe an organic reaction: reactants, conditions, products, and yield Reactants: NC1CC1, O=C(O)COC1CN(CC(=O)Nc2ccc(-n3ccccc3=O)cc2F)CC1NC(=O)c1ccc(Cl)s1. Yields the product O=C(CN1CC(NC(=O)c2ccc(Cl)s2)C(OCC(=O)NC2CC2)C1)Nc1ccc(-n2ccccc2=O)cc1F. Reaction SMILES: [CH:38]1([NH2:41])[CH2:39][CH2:40]1.[Cl:1][c:2]1[cH:3][cH:4][c:5]([C:7](=[O:8])[NH:9][CH:10]2[CH:11]([O:33][CH2:34][C:35](=[O:36])[OH:37])[CH2:12][N:13]([CH2:15][C:16]([NH:17][c:18]3[c:19]([F:31])[cH:20][c:21](-[n:24]4[c:25](=[O:30])[cH:26][cH:27][cH:28][cH:29]4)[cH:22][cH:23]3)=[O:32])[CH2:14]2)[s:6]1>>[Cl:1][c:2]1[cH:3][cH:4][c:5]([C:7](=[O:8])[NH:9][CH:10]2[CH:11]([O:33][CH2:34][C:35](=[O:37])[NH:41][CH:38]3[CH2:39][CH2:40]3)[CH2:12][N:13]([CH2:15][C:16]([NH:17][c:18]3[c:19]([F:31])[cH:20][c:21](-[n:24]4[c:25](=[O:30])[cH:26][cH:27][cH:28][cH:29]4)[cH:22][cH:23]3)=[O:32])[CH2:14]2)[s:6]1. Starting materials: C[P@](=O)(C1=CC=CC=C1)NC(C(=O)N)CC(C)C ([[(S)-methylphenylphosphinyl]amino]-4-methylpentanamide), COC([C@H](N[P@@](=O)(C1=CC=CC=C1)C)CC(C)C)=O (N-((S)-Methylphenylphosphinyl)-D-leucine methyl ester), NO[K] (NH2OK), Cl (HCl). Conditions: time 6 hour. Product: ONC([C@@H](CC(C)C)N[P@@](=O)(C1=CC=CC=C1)C)=O (N-hydroxy-2(R)-[[(S)-methylphenylphosphinyl]amino]-4-methylpentanamide). RXN SMILES: [CH3:1][P@@:2]([NH:10][CH:11]([CH2:15][CH:16]([CH3:18])[CH3:17])[C:12]([NH2:14])=[O:13])([C:4]1[CH:9]=[CH:8][CH:7]=[CH:6][CH:5]=1)=[O:3].C[O:20]C(=O)[C@@H](CC(C)C)N[P@](C)(C1C=CC=CC=1)=O.NO[K].Cl>>[OH:20][NH:14][C:12](=[O:13])[C@H:11]([NH:10][P@:2]([CH3:1])([C:4]1[CH:9]=[CH:8][CH:7]=[CH:6][CH:5]=1)=[O:3])[CH2:15][CH:16]([CH3:18])[CH3:17]. Procedure: N-Hydroxy-2)-[[(S)-methylphenylphosphinyl]amino]-4-methylpentanamide: N-((S)-Methylphenylphosphinyl)-D-leucine methyl ester (55 mg, 0.19 mmol) is treated with a solution of NH2OK (0.57 mL, 1.76M in methanol) prepared as described in Fieser and Fieser, Vol. 1, p. 478. The reaction is stirred for 6 hours at which time TLC indicates completion. The reaction mixture is neutralized with 1M aqueous HCl and the volatiles are removed. The residue is purified by silica gel flash chromatography (80:20 eth... The reactants are BrC1=CC(=C(C=O)C=C1)OC (4-bromo-2-methoxybenzaldehyde), N1(CCNCC1)C(=O)OC(C)(C)C (tert-butyl piperazine-1-carboxylate), ClCCl (dichloromethane), C(C)(=O)O[BH-](OC(C)=O)OC(C)=O.[Na+] (Sodium triacetoxyborohydride). The solvent is O (water). Reaction conditions: time 30 minute. Product: BrC1=CC(=C(C=C1)CN1CCN(CC1)C(=O)OC(C)(C)C)OC (tert-butyl 4-[(4-bromo-2-methoxyphenyl)methyl]piperazine-1-carboxylate). Yield: 85.8%. Reaction SMILES: [Br:1][C:2]1[CH:9]=[CH:8][C:5]([CH:6]=O)=[C:4]([O:10][CH3:11])[CH:3]=1.[N:12]1([C:18]([O:20][C:21]([CH3:24])([CH3:23])[CH3:22])=[O:19])[CH2:17][CH2:16][NH:15][CH2:14][CH2:13]1.ClCCl.C(O[BH-](OC(=O)C)OC(=O)C)(=O)C.[Na+]>O>[Br:1][C:2]1[CH:9]=[CH:8][C:5]([CH2:6][N:15]2[CH2:14][CH2:13][N:12]([C:18]([O:20][C:21]([CH3:24])([CH3:23])[CH3:22])=[O:19])[CH2:17][CH2:16]2)=[C:4]([O:10][CH3:11])[CH:3]=1 |f:3.4|. Procedure details: A 100 mL round-bottom flask was charged with 4-bromo-2-methoxybenzaldehyde (1.90 g, 8.84 mmol, 1.10 equiv), tert-butyl piperazine-1-carboxylate (1.50 g, 8.05 mmol, 1.00 equiv), and dichloromethane (30 mL). The resulting solution was stirred for 30 min at room temperature. Sodium triacetoxyborohydride (5.10 g, 24.0 mmol, 3.00 equiv) was added. The resulting solution was stirred for overnight at room temperature and then diluted with water (30 mL). The resulting mixture was extracted with dichloro... Reactants: NCCN1CCCC1, O=C(O)c1cccc(-c2nc(N3CCOCC3)nc3c2CCN3c2cccnc2)c1. Yields the product O=C(NCCN1CCCC1)c1cccc(-c2nc(N3CCOCC3)nc3c2CCN3c2cccnc2)c1. RXN SMILES: [N:31]1([CH2:36][CH2:37][NH2:38])[CH2:32][CH2:33][CH2:34][CH2:35]1.[O:1]1[CH2:2][CH2:3][N:4]([c:7]2[n:8][c:9](-[c:22]3[cH:23][c:24]([C:25](=[O:26])[OH:27])[cH:28][cH:29][cH:30]3)[c:10]3[c:11]([n:12]2)[N:13]([c:16]2[cH:17][n:18][cH:19][cH:20][cH:21]2)[CH2:14][CH2:15]3)[CH2:5][CH2:6]1>>[O:1]1[CH2:2][CH2:3][N:4]([c:7]2[n:8][c:9](-[c:22]3[cH:23][c:24]([C:25](=[O:27])[NH:38][CH2:37][CH2:36][N:31]4[CH2:32][CH2:33][CH2:34][CH2:35]4)[cH:28][cH:29][cH:30]3)[c:10]3[c:11]([n:12]2)[N:13]([c:16]2[cH:17][n:18][cH:19][cH:20][cH:21]2)[CH2:14][CH2:15]3)[CH2:5][CH2:6]1. Reactants: [BH4-].[Na+] (sodium borohydride), C(C(C)C)[C@]12C(CC[C@H]2C2=C(CC1)C=1C=CC(=CC1CC2)OC)=O (13β-isobutyl-3-methoxygona-1,3,5(10),8-tetraen-17-one), C(C)(=O)O (acetic acid). Solvent: CO (methanol). Conditions: time 1 hour. Product: C(C(C)C)[C@]12[C@H](CC[C@H]2C2=C(CC1)C=1C=CC(=CC1CC2)OC)O (13β-isobutyl-3-methoxygona-1,3,5(10),8-tetraen-17β-ol). As a reaction SMILES: [BH4-].[Na+].[CH2:3]([C@:7]12[CH2:15][CH2:14][C:13]3[C:16]4[CH:17]=[CH:18][C:19]([O:24][CH3:25])=[CH:20][C:21]=4[CH2:22][CH2:23][C:12]=3[C@@H:11]1[CH2:10][CH2:9][C:8]2=[O:26])[CH:4]([CH3:6])[CH3:5].C(O)(=O)C>CO>[CH2:3]([C@:7]12[CH2:15][CH2:14][C:13]3[C:16]4[CH:17]=[CH:18][C:19]([O:24][CH3:25])=[CH:20][C:21]=4[CH2:22][CH2:23][C:12]=3[C@@H:11]1[CH2:10][CH2:9][C@@H:8]2[OH:26])[CH:4]([CH3:6])[CH3:5] |f:0.1|. Procedure: To a stirred solution of sodium borohydride (6.0 g.) in methanol (500 cc. under nitrogen) add 13β-isobutyl-3-methoxygona-1,3,5(10),8-tetraen-17-one (17 g.). Gently heat the reaction mixture for one minute to initiate the reaction and then allow to stand for one hour at room temperature. After adding cautiously glacial acetic acid (20 cc.), concentrate the solution in vacuo to 1/3 of its volume followed by addition of water. Extract the product with ether. Wash the ethereal solution successively ... The reactants are OC1=C2CCCC(C2=CC=C1OC)=O (5-hydroxy-6-methoxy-1-tetralone), C(C1=CC=CC=C1)Br (benzyl bromide), C(=O)([O-])[O-].[K+].[K+] (K2CO3). The solvent is CC(=O)C (acetone). Yields the product C(C1=CC=CC=C1)OC1=C2CCCC(C2=CC=C1OC)=O (5-Benzyloxy-6-methoxy-3,4-dihydro-2H-naphthalen-1-one). RXN SMILES: [OH:1][C:2]1[C:11]([O:12][CH3:13])=[CH:10][CH:9]=[C:8]2[C:3]=1[CH2:4][CH2:5][CH2:6][C:7]2=[O:14].[CH2:15](Br)[C:16]1[CH:21]=[CH:20][CH:19]=[CH:18][CH:17]=1.C([O-])([O-])=O.[K+].[K+]>CC(C)=O>[CH2:15]([O:1][C:2]1[C:11]([O:12][CH3:13])=[CH:10][CH:9]=[C:8]2[C:3]=1[CH2:4][CH2:5][CH2:6][C:7]2=[O:14])[C:16]1[CH:21]=[CH:20][CH:19]=[CH:18][CH:17]=1 |f:2.3.4|. Procedure details: Using a procedure analogous to Example 7 from 4.5 g (0.024 mole) of 5-hydroxy-6-methoxy-1-tetralone, 5.4 g (0.031 mole) of benzyl bromide and 10 g (0.072 mole of K2CO3 in 100 ml of acetone), the title product was obtained (5.13 g) as a white solid by crystallization with ether, mp. 90° C. Reactants: C=CC1CC1(NC(=O)OC(C)(C)C)C(=O)O, O=C(n1ccnc1)n1ccnc1, C1CCC2=NCCCN2CC1, NS(=O)(=O)C1CC1, CC(Cl)Cl. Product: C=CC1CC1(NC(=O)OC(C)(C)C)C(=O)C1(S(N)(=O)=O)CC1. RXN SMILES: [C:1]([CH3:2])([CH3:3])([CH3:4])[O:5][C:6](=[O:7])[NH:8][C:9]1([C:14](=[O:15])[OH:16])[CH:10]([CH:12]=[CH2:13])[CH2:11]1.[C:21]([n:22]1[cH:23][cH:24][n:25][cH:26]1)([n:27]1[cH:28][cH:29][n:30][cH:31]1)=[O:32].[CH2:40]1[CH2:41][CH2:42][C:43]2=[N:48][CH2:47][CH2:46][CH2:45][N:44]2[CH2:49][CH2:50]1.[CH:33]1([S:36](=[O:37])(=[O:38])[NH2:39])[CH2:34][CH2:35]1.[Cl:17][CH:18]([Cl:19])[CH3:20]>>[C:1]([CH3:2])([CH3:3])([CH3:4])[O:5][C:6](=[O:7])[NH:8][C:9]1([C:14](=[O:16])[C:33]2([S:36](=[O:37])(=[O:38])[NH2:39])[CH2:34][CH2:35]2)[CH:10]([CH:12]=[CH2:13])[CH2:11]1.